Dataset: the Open Reaction Database (ORD), a public repository of structured organic reaction records. Task: describe an organic reaction: reactants, conditions, products, and yield The reactants are C(#N)C=1C=C(OCCC(=O)OC)C=CC1 (methyl 3-(3-cyanophenoxy)propionate). Reported procedure: 500 mg (2.4 mmol) of methyl 3-(3-cyanophenoxy)propionate was heated in 40 ml of 6 N hydrochloric acid at 70° C. for 30 minutes. After the extraction with ethyl acetate, the extract was washed with saturated aqueous NaCl solution and then dried on anhydrous magnesium sulfate. The solvent was evaporated to obtain the title compound. Reaction SMILES: [C:1]([C:3]1[CH:4]=[C:5]([CH:13]=[CH:14][CH:15]=1)[O:6][CH2:7][CH2:8][C:9]([O:11]C)=[O:10])#[N:2]>Cl>[C:1]([C:3]1[CH:4]=[C:5]([CH:13]=[CH:14][CH:15]=1)[O:6][CH2:7][CH2:8][C:9]([OH:11])=[O:10])#[N:2]. The solvent is Cl (hydrochloric acid). Yields the product C(#N)C=1C=C(OCCC(=O)O)C=CC1 (3-(3-cyanophenoxy)propionic acid).